Dataset: the Open Reaction Database (ORD), a public repository of structured organic reaction records. Task: describe an organic reaction: reactants, conditions, products, and yield The reactants are BrC1C(N(CC1)C=1C=NN(C1C(C)C)C1=CC=C(C=C1)Cl)=O (3-bromo-1-[1-(4-chlorophenyl)-5-isopropylpyrazol-4-yl]pyrrolidin-2-one), CC=1NC=C(N1)C(F)(F)F (2-methyl-4-(trifluoromethyl)-1H-imidazole), C(=O)([O-])[O-].[K+].[K+] (K2CO3). Solvent: CN(C)C=O (DMF). Reaction conditions: temperature 65 celsius, time 2 hour. The product is ClC1=CC=C(C=C1)N1N=CC(=C1C(C)C)N1C(C(CC1)N1C(=NC(=C1)C(F)(F)F)C)=O (1-[1-(4-chlorophenyl)-5-isopropylpyrazol-4-yl]-3-[2-methyl-4-(trifluoromethyl)imidazol-1-yl]pyrrolidin-2-one). Isolated yield 26.7%. RXN SMILES: Br[CH:2]1[CH2:6][CH2:5][N:4]([C:7]2[CH:8]=[N:9][N:10]([C:15]3[CH:20]=[CH:19][C:18]([Cl:21])=[CH:17][CH:16]=3)[C:11]=2[CH:12]([CH3:14])[CH3:13])[C:3]1=[O:22].[CH3:23][C:24]1[NH:25][CH:26]=[C:27]([C:29]([F:32])([F:31])[F:30])[N:28]=1.C([O-])([O-])=O.[K+].[K+]>CN(C=O)C>[Cl:21][C:18]1[CH:19]=[CH:20][C:15]([N:10]2[C:11]([CH:12]([CH3:14])[CH3:13])=[C:7]([N:4]3[CH2:5][CH2:6][CH:2]([N:25]4[CH:26]=[C:27]([C:29]([F:32])([F:31])[F:30])[N:28]=[C:24]4[CH3:23])[C:3]3=[O:22])[CH:8]=[N:9]2)=[CH:16][CH:17]=1 |f:2.3.4|. Reported procedure: A mixture of 3-bromo-1-[1-(4-chlorophenyl)-5-isopropylpyrazol-4-yl]pyrrolidin-2-one (0.110 g, 0.29 mmol), 2-methyl-4-(trifluoromethyl)-1H-imidazole (0.080 g, 0.53 mmol) and K2CO3 (0.080 g, 0.58 mmol) in DMF (1.8 mL) was stirred at 65° C. for 2 hrs. The mixture was then cooled to room temperature, quenched with water (30 mL), extracted with EtOAc (50 mL), and purified by reverse phase HPLC (C18 column, acetonitrile-H2O with 0.1% TFA as eluent) to yield the title compound (0.035 g, TFA salt, 21%).... Reactants: COc1cc2nc[nH]c(=O)c2c([N+](=O)[O-])c1OC, Nc1ccccc1, CN(C)C=O, O=S(Cl)Cl. Product: COc1cc2ncnc(Nc3ccccc3)c2c([N+](=O)[O-])c1OC. RXN SMILES: [CH3:1][O:2][c:3]1[c:4]([N+:16](=[O:17])[O-:18])[c:5]2[c:6](=[O:15])[nH:7][cH:8][n:9][c:10]2[cH:11][c:12]1[O:13][CH3:14].[NH2:24][c:25]1[cH:26][cH:27][cH:28][cH:29][cH:30]1.[O:19]=[CH:20][N:21]([CH3:22])[CH3:23].[S:31]([Cl:32])([Cl:33])=[O:34]>>[CH3:1][O:2][c:3]1[c:4]([N+:16](=[O:17])[O-:18])[c:5]2[c:6]([NH:24][c:25]3[cH:26][cH:27][cH:28][cH:29][cH:30]3)[n:7][cH:8][n:9][c:10]2[cH:11][c:12]1[O:13][CH3:14]. Run in C(CCC)O (butanol). Reported procedure: The procedure is carried out as in Example 1, starting with 195 mg of 2,6-dichloropurine, 5 ml of butanol and 272 mg of 4-amino-N-phenylbenzamide. 360 mg of the expected product are thus obtained. The yield is 95.7%. Yields the product ClC1=NC(=C2N=CNC2=N1)NC1=CC=C(C(=O)NC2=CC=CC=C2)C=C1 (4-[(2-chloro-9H-purin-6-yl]amino]-N-phenylbenzamide). Starting materials: ClC1=NC(=C2NC=NC2=N1)Cl (2,6-dichloropurine), NC1=CC=C(C(=O)NC2=CC=CC=C2)C=C1 (4-amino-N-phenylbenzamide). RXN SMILES: [Cl:1][C:2]1[N:10]=[C:9]2[C:5]([NH:6][CH:7]=[N:8]2)=[C:4](Cl)[N:3]=1.[NH2:12][C:13]1[CH:27]=[CH:26][C:16]([C:17]([NH:19][C:20]2[CH:25]=[CH:24][CH:23]=[CH:22][CH:21]=2)=[O:18])=[CH:15][CH:14]=1>C(O)CCC>[Cl:1][C:2]1[N:10]=[C:9]2[C:5]([N:6]=[CH:7][NH:8]2)=[C:4]([NH:12][C:13]2[CH:27]=[CH:26][C:16]([C:17]([NH:19][C:20]3[CH:25]=[CH:24][CH:23]=[CH:22][CH:21]=3)=[O:18])=[CH:15][CH:14]=2)[N:3]=1.